The task is: describe an organic reaction: reactants, conditions, products, and yield. This data is from the Open Reaction Database (ORD), a public repository of structured organic reaction records. Starting materials: O=C1N(c2ccc(OC(F)(F)F)cc2)CCC12CCN(Cc1ccccc1)CC2, CC(=O)O, CCOCC, CO. The product is O=C1N(c2ccc(OC(F)(F)F)cc2)CCC12CCNCC2. As a reaction SMILES: [CH2:1]([c:2]1[cH:3][cH:4][cH:5][cH:6][cH:7]1)[N:8]1[CH2:9][CH2:10][C:11]2([CH2:12][CH2:13][N:14]([c:17]3[cH:18][cH:19][c:20]([O:23][C:24]([F:25])([F:26])[F:27])[cH:21][cH:22]3)[C:15]2=[O:16])[CH2:28][CH2:29]1.[CH3:30][C:31](=[O:32])[OH:33].[CH3:34][CH2:35][O:36][CH2:37][CH3:38].[CH3:39][OH:40]>>[NH:8]1[CH2:9][CH2:10][C:11]2([CH2:12][CH2:13][N:14]([c:17]3[cH:18][cH:19][c:20]([O:23][C:24]([F:25])([F:26])[F:27])[cH:21][cH:22]3)[C:15]2=[O:16])[CH2:28][CH2:29]1.